From a dataset of the Open Reaction Database (ORD), a public repository of structured organic reaction records. describe an organic reaction: reactants, conditions, products, and yield The reactants are ClC1=C(C=CC=C1/C(=C\C1=NC(=NC=C1)Cl)/O)NS(=O)(=O)C1=C(C=CC=C1F)F (N-{2-chloro-3-[(E)-2-(2-chloro-4-pyrimidinyl)-1-hydroxyethenyl]phenyl}-2,6-difluorobenzenesulfonamide), C1CC(=O)N(C1=O)Br (NBS), C1(CCC1)C(N)=S (cyclobutanecarbothioamide). RXN SMILES: [Cl:1][C:2]1[C:7](/[C:8](/O)=[CH:9]\[C:10]2[CH:15]=[CH:14][N:13]=[C:12]([Cl:16])[N:11]=2)=[CH:6][CH:5]=[CH:4][C:3]=1[NH:18][S:19]([C:22]1[C:27]([F:28])=[CH:26][CH:25]=[CH:24][C:23]=1[F:29])(=[O:21])=[O:20].C1C(=O)N(Br)C(=O)C1.[CH:38]1([C:42](=[S:44])[NH2:43])[CH2:41][CH2:40][CH2:39]1>>[Cl:1][C:2]1[C:7]([C:8]2[N:43]=[C:42]([CH:38]3[CH2:41][CH2:40][CH2:39]3)[S:44][C:9]=2[C:10]2[CH:15]=[CH:14][N:13]=[C:12]([Cl:16])[N:11]=2)=[CH:6][CH:5]=[CH:4][C:3]=1[NH:18][S:19]([C:22]1[C:27]([F:28])=[CH:26][CH:25]=[CH:24][C:23]=1[F:29])(=[O:21])=[O:20]. The product is ClC1=C(C=CC=C1C=1N=C(SC1C1=NC(=NC=C1)Cl)C1CCC1)NS(=O)(=O)C1=C(C=CC=C1F)F (N-{2-Chloro-3-[5-(2-chloro-4-pyrimidinyl)-2-cyclobutyl-1,3-thiazol-4-yl]phenyl}-2,6-difluorobenzenesulfonamide). Procedure: Following a procedure analogous to the procedure described in Example 18, Step A using N-{2-chloro-3-[(E)-2-(2-chloro-4-pyrimidinyl)-1-hydroxyethenyl]phenyl}-2,6-difluorobenzenesulfonamide (1.2 g, 2.5 mmol), NBS (0.45 g, 2.5 mmol) and cyclobutanecarbothioamide (0.29 g, 2.5 mmol) the title compound was obtained as a white solid (0.75 g, 1.6 mmol, 54% yield). 1H NMR (400 MHz, DMSO-d6) δ ppm 10.92-10.69 (m, 1H), 8.32-8.85 (m, 1H), 7.83-7.57 (m, 1H), 7.59-7.31 (m, 3H), 7.33-7.07 (m, 2H), 6.49 (d, J=... Starting materials: C(#N)C1=CC(=C(C(=C1N=CN(C)C)[N+](=O)[O-])C)[N+](=O)[O-] (N′-(6-Cyano-3-methyl-2,4-dinitro-phenyl)-N,N-dimethyl-methanimidamide). The reagents and catalysts are [Pd] (palladium on carbon). Run in CO (methanol). Reaction conditions: temperature 60 celsius, time 4.5 hour. Product: NC=1C=C(C2=C(NC=N2)C1C)C#N (6-Amino-7-methyl-1H-benzimidazole-4-carbonitrile). Yield: 102.2%. RXN SMILES: [C:1]([C:3]1[C:8]([N:9]=[CH:10]N(C)C)=[C:7]([N+:14]([O-])=O)[C:6]([CH3:17])=[C:5]([N+:18]([O-])=O)[CH:4]=1)#[N:2]>[Pd].CO>[NH2:18][C:5]1[CH:4]=[C:3]([C:1]#[N:2])[C:8]2[N:9]=[CH:10][NH:14][C:7]=2[C:6]=1[CH3:17]. Procedure details: A mixture of N′-(6-cyano-3-methyl-2,4-dinitro-phenyl)-N,N-dimethyl-methanimidamide (8) (0.607 g, 2.42 mmol) and 10% palladium on carbon (0.23 g of 50% water wet) and methanol (60 mL) is agitated under hydrogen pressure (43 psi) for about 4.5 hours. The vessel is then flushed with nitrogen and the mixture is heated to 60° C. for about 2.5 hours. The mixture is allowed to cool to ambient temperature and is then filtered through a pad of Celite. The solvent is then evaporated in vacuo to provide 6-... The reactants are CC(=O)O[BH-](OC(C)=O)OC(C)=O, CC(=O)O, ClCCl, O=C(c1ccc(Cl)cc1)N1CC(=O)N(CC2CCNCC2)c2ccccc2C1, O=C(O)C(F)(F)F, [Na+], O=C1CCCCC1. The product is O=C(c1ccc(Cl)cc1)N1CC(=O)N(CC2CCN(C3CCCCC3)CC2)c2ccccc2C1, O=C(O)C(F)(F)F. Reaction SMILES: [C:47]([O:48][BH-:49]([O:50][C:51](=[O:52])[CH3:53])[O:54][C:55](=[O:56])[CH3:57])(=[O:58])[CH3:59].[CH3:43][C:44](=[O:45])[OH:46].[Cl:61][CH2:62][Cl:63].[Cl:8][c:9]1[cH:10][cH:11][c:12]([C:13](=[O:14])[N:15]2[CH2:16][C:17](=[O:33])[N:18]([CH2:26][CH:27]3[CH2:28][CH2:29][NH:30][CH2:31][CH2:32]3)[c:19]3[c:20]([cH:22][cH:23][cH:24][cH:25]3)[CH2:21]2)[cH:34][cH:35]1.[F:1][C:2]([C:3](=[O:4])[OH:5])([F:6])[F:7].[Na+:60].[O:36]=[C:37]1[CH2:38][CH2:39][CH2:40][CH2:41][CH2:42]1>>[Cl:8][c:9]1[cH:10][cH:11][c:12]([C:13](=[O:14])[N:15]2[CH2:16][C:17](=[O:33])[N:18]([CH2:26][CH:27]3[CH2:28][CH2:29][N:30]([CH:37]4[CH2:38][CH2:39][CH2:40][CH2:41][CH2:42]4)[CH2:31][CH2:32]3)[c:19]3[c:20]([cH:22][cH:23][cH:24][cH:25]3)[CH2:21]2)[cH:34][cH:35]1.[F:1][C:2]([C:3](=[O:4])[OH:5])([F:6])[F:7]. The reactants are solution, C[O-].[Na+] (sodium methoxide), C(C)(=O)O[C@H]1[C@H]([C@@H](OCC2=CC=CC=C2)O[C@H]([C@H]1OC(C)=O)C)F (Benzyl 3,4-di-O-acetyl-2,6-dideoxy-2-fluoro-β-L-talopyranoside). Yields the product F[C@H]1[C@@H](OCC2=CC=CC=C2)O[C@H]([C@H]([C@H]1O)O)C (benzyl 2,6-dideoxy-2-fluoro-β-L-talopyranoside). Solvent: CO (methanol), CO (methanol). Procedure details: Benzyl 3,4-di-O-acetyl-2,6-dideoxy-2-fluoro-β-L-talopyranoside (1.66 g) obtained in Example 1-(1) above was suspended in 50 ml of anhydrous methanol. The resulting suspension was added with 0.5 ml of a solution of 4.9 M sodium methoxide in methanol and then stirred at room temperature for 30 minutes to effect the reaction intended. The homogenous reaction solution so obtained was neutralized by addition thereto of an ion-exchange resin, Dowex 50 W×2 (H+-form) and then filtered to remove the resi... The yield is 88.8%. Reaction SMILES: C([O:4][C@@H:5]1[C@H:18]([O:19]C(=O)C)[C@H:17]([CH3:23])[O:16][C@H:7]([O:8][CH2:9][C:10]2[CH:15]=[CH:14][CH:13]=[CH:12][CH:11]=2)[C@@H:6]1[F:24])(=O)C.C[O-].[Na+]>CO>[F:24][C@@H:6]1[C@H:5]([OH:4])[C@H:18]([OH:19])[C@H:17]([CH3:23])[O:16][C@@H:7]1[O:8][CH2:9][C:10]1[CH:11]=[CH:12][CH:13]=[CH:14][CH:15]=1 |f:1.2|. Conditions: time 30 minute.